The task is: describe an organic reaction: reactants, conditions, products, and yield. This data is from the Open Reaction Database (ORD), a public repository of structured organic reaction records. The reactants are C([O-])([O-])=O.[Cs+].[Cs+] (cesium carbonate), FC1=NC=CC=C1 (2-fluoropyridine), C1(=CC=C(C=C1)CC(=O)N[C@H](C)C1=NC=C(C=C1)O)C1=CC=CC=C1 (2-(1,1′-biphenyl-4-yl)-N-[(1R)-1-(5-hydroxypyridin-2-yl)ethyl]acetamide), FC1=NC=CC=C1 (2-fluoropyridine). Solvent: CN(C)C=O (DMF). Reaction conditions: temperature 130 celsius. The product is mono-trifluoroacetate, C1(=CC=C(C=C1)CC(=O)N[C@H](C)C1=NC=C(C=C1)OC1=NC=CC=C1)C1=CC=CC=C1 (2-(1,1′-biphenyl-4-yl)-N-{(1R)-1-[5-(pyridine-2-yloxy)pyridine-2-yl]ethyl}acetamide). As a reaction SMILES: [C:1]1([C:20]2[CH:25]=[CH:24][CH:23]=[CH:22][CH:21]=2)[CH:6]=[CH:5][C:4]([CH2:7][C:8]([NH:10][C@@H:11]([C:13]2[CH:18]=[CH:17][C:16]([OH:19])=[CH:15][N:14]=2)[CH3:12])=[O:9])=[CH:3][CH:2]=1.F[C:27]1[CH:32]=[CH:31][CH:30]=[CH:29][N:28]=1.C(=O)([O-])[O-].[Cs+].[Cs+]>CN(C=O)C>[C:1]1([C:20]2[CH:25]=[CH:24][CH:23]=[CH:22][CH:21]=2)[CH:2]=[CH:3][C:4]([CH2:7][C:8]([NH:10][C@@H:11]([C:13]2[CH:18]=[CH:17][C:16]([O:19][C:27]3[CH:32]=[CH:31][CH:30]=[CH:29][N:28]=3)=[CH:15][N:14]=2)[CH3:12])=[O:9])=[CH:5][CH:6]=1 |f:2.3.4|. Procedure details: To a mixture of 2-(1,1′-biphenyl-4-yl)-N-[(1R)-1-(5-hydroxypyridin-2-yl)ethyl]acetamide (40 mg, 0.12 mmol) and 2-fluoropyridine (31 μL, 0.36 mmol) in DMF (3.0 ml) was added cesium carbonate (137 mg, 0.42 mmol). The reaction was heated to 130° C. for 30 minutes. An additional amount of 2-fluoropyridine (31 μL, 0.36 mmol) was added and the mixture heated for one hour at 130° C. The reaction was cooled, washed with brine and extracted with EtOAc. The organic layer was dried over Na2SO4, filtered an... Starting materials: BrC1=CC=C2CC(CC(C2=C1)=O)(C)C (7-bromo-3,3-dimethyl-3,4-dihydro-1(2H)-naphthalenone), [BH4-].[Na+] (sodium borohydride). Run in C(C)O (ethanol). Yields the product BrC1=CC=C2CC(CC(C2=C1)O)(C)C (7-Bromo-3,3-dimethyl-1,2,3,4-tetrahydro-1-naphthol). Yield: 89.0%. RXN SMILES: [Br:1][C:2]1[CH:11]=[C:10]2[C:5]([CH2:6][C:7]([CH3:14])([CH3:13])[CH2:8][C:9]2=[O:12])=[CH:4][CH:3]=1.[BH4-].[Na+]>C(O)C>[Br:1][C:2]1[CH:11]=[C:10]2[C:5]([CH2:6][C:7]([CH3:14])([CH3:13])[CH2:8][CH:9]2[OH:12])=[CH:4][CH:3]=1 |f:1.2|. Procedure: A solution of 7-bromo-3,3-dimethyl-3,4-dihydro-1(2H)-naphthalenone (7.8 g) in dry ethanol (50 ml) at 0° C., was treated with sodium borohydride (1.5 g). The mixture was stirred and allowed to warm to room temperature over 18 hours, and the ethanol removed in vacuo. The residue was partitioned between ethyl acetate and water, and the organic layers were dried and evaporated to give the alcohol as a gum (7.0 g) Starting materials: Cl[Si](C)(C)C (chlorotrimethylsilane), NC1=C(C2=C(CN(CC2)C)S1)C(=O)C1=CC=C(C=C1)C ((2-amino-6-methyl-4,5,6,7-tetrahydrothieno[2,3-c]pyridin-3-yl)(p-tolyl)methanone), O=C(CC(C(=O)OCC)CCC)C (ethyl 4-oxo-2-propylpentanoate), Cl[Si](C)(C)C (chlorotrimethylsilane). Solvent: CN(C)C=O (DMF). Reaction conditions: temperature 100 celsius. Yields the product CC1=NC=2SC=3CN(CCC3C2C(=C1C(C(=O)OCC)CCC)C1=CC=C(C=C1)C)C (Ethyl 2-[2,7-dimethyl-4-(p-tolyl)-5,6,7,8-tetrahydro-9-thia-1,7-diaza-fluoren-3-yl]pentanoate). As a reaction SMILES: [NH2:1][C:2]1[S:11][C:5]2[CH2:6][N:7]([CH3:10])[CH2:8][CH2:9][C:4]=2[C:3]=1[C:12]([C:14]1[CH:19]=[CH:18][C:17]([CH3:20])=[CH:16][CH:15]=1)=O.O=[C:22]([CH3:33])[CH2:23][CH:24]([CH2:30][CH2:31][CH3:32])[C:25]([O:27][CH2:28][CH3:29])=[O:26].Cl[Si](C)(C)C>CN(C=O)C>[CH3:33][C:22]1[C:23]([CH:24]([CH2:30][CH2:31][CH3:32])[C:25]([O:27][CH2:28][CH3:29])=[O:26])=[C:12]([C:14]2[CH:19]=[CH:18][C:17]([CH3:20])=[CH:16][CH:15]=2)[C:3]2[C:4]3[CH2:9][CH2:8][N:7]([CH3:10])[CH2:6][C:5]=3[S:11][C:2]=2[N:1]=1. Reported procedure: To a solution of (2-amino-6-methyl-4,5,6,7-tetrahydrothieno[2,3-c]pyridin-3-yl)(p-tolyl)methanone (0.286 g; 1 mmol) and ethyl 4-oxo-2-propylpentanoate (0.204 g; 1.1 mmol) in dry DMF (8 mL) under nitrogen atmosphere was added chlorotrimethylsilane (0.511 mL; 4 mmol) dropwise. The mixture was stirred in a sealed tube and heated at 100° C. for 24 h. An extra volume of chlorotrimethylsilane was added (0.100 mL) and the reaction mixture was stirred at 100° C. for 48 h. The volatiles were removed unde... Reactants: ClC1=CC=C(C=C1)C1=CC=C(C=C1)C(=O)Cl (4'-Chlorobiphenyl-4-carboxylic acid chloride). The solvent is ClC1=CC=CC=C1 (chlorobenzene). Yields the product ClC1=CC=C(C=C1)C1=CC=C(C=C1)C(=O)C1=CC=C(C=C1)Cl (4-chlorophenyl 4'-chloro-4-biphenylyl ketone). As a reaction SMILES: [Cl:1][C:2]1[CH:7]=[CH:6][C:5]([C:8]2[CH:13]=[CH:12][C:11]([C:14](Cl)=[O:15])=[CH:10][CH:9]=2)=[CH:4][CH:3]=1>ClC1C=CC=CC=1>[Cl:1][C:2]1[CH:7]=[CH:6][C:5]([C:8]2[CH:13]=[CH:12][C:11]([C:14]([C:5]3[CH:6]=[CH:7][C:2]([Cl:1])=[CH:3][CH:4]=3)=[O:15])=[CH:10][CH:9]=2)=[CH:4][CH:3]=1. Reported procedure: 4'-Chlorobiphenyl-4-carboxylic acid chloride (Musante and Parrini, Gazz, Chim. ital., 1949, 49, 453) was reacted with chlorobenzene by the method of Example 7, to give 4-chlorophenyl 4'-chloro-4-biphenylyl ketone identical with that described in Example 8. Reactants: C1(=CC=CC=C1)SCCl (phenylthiomethyl chloride), Cl[SiH](Cl)Cl (trichlorosilane). Reagents/catalysts: [Cl-].C(CCC)[P+](CCCC)(CCCC)CCCC (tetrabutylphosphonium chloride). Reaction conditions: time 12 hour. Product: C1(=CC=CC=C1)SC[Si](Cl)(Cl)Cl ((phenylthiomethyl)trichlorosilane). The yield is 44.6%. Reaction SMILES: [C:1]1([S:7][CH2:8]Cl)[CH:6]=[CH:5][CH:4]=[CH:3][CH:2]=1.[Cl:10][SiH:11]([Cl:13])[Cl:12]>[Cl-].C([P+](CCCC)(CCCC)CCCC)CCC>[C:1]1([S:7][CH2:8][Si:11]([Cl:13])([Cl:12])[Cl:10])[CH:6]=[CH:5][CH:4]=[CH:3][CH:2]=1 |f:2.3|. Procedure details: As in Example 1, phenylthiomethyl chloride (2.97 g, 0.0187 mol)), trichlorosilane (7.61 g, 0.0562 mol) and tetrabutylphosphonium chloride (2.97 g, 0.0187 mol) were put in a 50 mL stainless steel tube under nitrogen atmosphere. The reaction chamber was closed with a cover and the reaction was carried out at 120° C. for 12 hours. This reaction mixture was distilled under low pressure to give 2.15 g of (phenylthiomethyl)trichlorosilane in 44.5% yield. The reactants are C(C)(C)(C)OC(=O)N1CCC(CC1)CCOC1=CC(=C(C=C1)[N+](=O)[O-])[N+](=O)[O-] (4-[2-(3,4-Dinitro-phenoxy)-ethyl]-piperidine-1-carboxylic acid tert-butyl ester). Reagents/catalysts: [Pd] (Pd/C). Solvent: CN(C)C=O (DMF), CO (methanol). Run at time 24 hour. Yields the product C(C)(C)(C)OC(=O)N1CCC(CC1)CCOC1=CC(=C(C=C1)N)N (4-[2-(3,4-diamino-phenoxy)-ethyl]-piperidine-1-carboxylic acid tert-butyl ester). Yield: 100.4%. Reaction SMILES: [C:1]([O:5][C:6]([N:8]1[CH2:13][CH2:12][CH:11]([CH2:14][CH2:15][O:16][C:17]2[CH:22]=[CH:21][C:20]([N+:23]([O-])=O)=[C:19]([N+:26]([O-])=O)[CH:18]=2)[CH2:10][CH2:9]1)=[O:7])([CH3:4])([CH3:3])[CH3:2]>CN(C=O)C.CO.[Pd]>[C:1]([O:5][C:6]([N:8]1[CH2:13][CH2:12][CH:11]([CH2:14][CH2:15][O:16][C:17]2[CH:22]=[CH:21][C:20]([NH2:23])=[C:19]([NH2:26])[CH:18]=2)[CH2:10][CH2:9]1)=[O:7])([CH3:4])([CH3:2])[CH3:3]. Procedure details: 4-[2-(3,4-Dinitro-phenoxy)-ethyl]-piperidine-1-carboxylic acid tert-butyl ester (0.12 g, 0.3 mmol) was dissolved in DMF (3 ml) under an atmosphere of nitrogen. Pd/C (10%, 0.012 g) was added and the reaction mixture was shaken under a hydrogen atmosphere for 24 h. The reaction mixture was diluted with methanol (20 ml) and insoluble material was removed by filtration. The filtrate was reduced in vacuo to give 4-[2-(3,4-diamino-phenoxy)-ethyl]-piperidine-1-carboxylic acid tert-butyl ester as a brow... Product: Cl, O=C(Nc1ccc(N2CCN3CCC2CC3)nc1)c1cccc([N+](=O)[O-])c1. Reaction SMILES: [N+:17](=[O:18])([O-:19])[c:20]1[cH:21][c:22]([C:23](=[O:24])[Cl:25])[cH:26][cH:27][cH:28]1.[N:1]12[CH2:2][CH2:3][N:4]([c:10]3[cH:11][cH:12][c:13]([NH2:16])[cH:14][n:15]3)[CH:5]([CH2:6][CH2:7]1)[CH2:8][CH2:9]2>>[ClH:25].[N:1]12[CH2:2][CH2:3][N:4]([c:10]3[cH:11][cH:12][c:13]([NH:16][C:23]([c:22]4[cH:21][c:20]([N+:17](=[O:18])[O-:19])[cH:28][cH:27][cH:26]4)=[O:24])[cH:14][n:15]3)[CH:5]([CH2:6][CH2:7]1)[CH2:8][CH2:9]2. Reactants: O=C(Cl)c1cccc([N+](=O)[O-])c1, Nc1ccc(N2CCN3CCC2CC3)nc1. Starting materials: ClC1=C(C=CC=C1)C(CC(C(C(=O)C1=CC=CC=C1)C)=O)=O (5-(2-chlorophenyl)-2-methyl-1-phenyl-1,3,5-pentanetrione), FC1=C(N)C(=CC=C1)F (2,6-difluoroaniline), C1(=CC=C(C=C1)S(=O)(=O)O)C (para-toluenesulfonic acid), 5A. Solvent: C=1(C(=CC=CC1)C)C (xylene). The product is ClC1=C(C=CC=C1)C1=CC(C(=C(N1C1=C(C=CC=C1F)F)C1=CC=CC=C1)C)=O (6-(2-chlorophenyl)-1-(2,6-difluorophenyl)-3-methyl-2-phenyl-4(1H)-pyridinone). The yield is 24.5%. RXN SMILES: [Cl:1][C:2]1[CH:7]=[CH:6][CH:5]=[CH:4][C:3]=1[C:8](=O)[CH2:9][C:10](=[O:21])[CH:11]([CH3:20])[C:12]([C:14]1[CH:19]=[CH:18][CH:17]=[CH:16][CH:15]=1)=O.[F:23][C:24]1[CH:30]=[CH:29][CH:28]=[C:27]([F:31])[C:25]=1[NH2:26].C1(C)C=CC(S(O)(=O)=O)=CC=1>C1(C)C(C)=CC=CC=1>[Cl:1][C:2]1[CH:7]=[CH:6][CH:5]=[CH:4][C:3]=1[C:8]1[N:26]([C:25]2[C:24]([F:23])=[CH:30][CH:29]=[CH:28][C:27]=2[F:31])[C:12]([C:14]2[CH:19]=[CH:18][CH:17]=[CH:16][CH:15]=2)=[C:11]([CH3:20])[C:10](=[O:21])[CH:9]=1. Reported procedure: In 200 ml of xylene were dissolved 6.3 g (0.020 mole) of 5-(2-chlorophenyl)-2-methyl-1-phenyl-1,3,5-pentanetrione, 20.0 g (0.155 mole) of 2,6-difluoroaniline, 4.6 g (0.024 mole) of para-toluenesulfonic acid and 50.0 g of Molecular Sieves 5A, followed by reflux for 8 hours. Solid matter was filtered off from the reaction mixture and 300 ml of chloroform was added to the filtrate. The mixture obtained was washed first with 50 ml of 10% hydrochloric acid and then with 50 ml of a 10% aqueous solutio...